This data is from the Open Reaction Database (ORD), a public repository of structured organic reaction records. The task is: describe an organic reaction: reactants, conditions, products, and yield The reactants are CN(Cc1cc(Br)n(S(=O)(=O)c2cccnc2)c1)C(=O)OC(C)(C)C, CS(=O)(=O)c1ccc(B(O)O)cc1, COCCOC, [Na+], [Na+], O=C([O-])[O-], O, c1ccc(P(c2ccccc2)(c2ccccc2)[Pd](P(c2ccccc2)(c2ccccc2)c2ccccc2)(P(c2ccccc2)(c2ccccc2)c2ccccc2)P(c2ccccc2)(c2ccccc2)c2ccccc2)cc1. The product is CN(Cc1cc(-c2ccc(S(C)(=O)=O)cc2)n(S(=O)(=O)c2cccnc2)c1)C(=O)OC(C)(C)C. Reaction SMILES: [C:1]([CH3:2])([CH3:3])([CH3:4])[O:5][C:6]([N:7]([CH3:8])[CH2:9][c:10]1[cH:11][n:12]([S:16](=[O:17])(=[O:18])[c:19]2[cH:20][n:21][cH:22][cH:23][cH:24]2)[c:13]([Br:15])[cH:14]1)=[O:25].[CH3:26][S:27](=[O:28])(=[O:29])[c:30]1[cH:31][cH:32][c:33]([B:36]([OH:37])[OH:38])[cH:34][cH:35]1.[CH3:45][O:46][CH2:47][CH2:48][O:49][CH3:50].[Na+:39].[Na+:40].[O-:41][C:42](=[O:43])[O-:44].[OH2:128].[cH:51]1[cH:52][cH:53][c:54]([P:55]([Pd:56]([P:57]([c:58]2[cH:59][cH:60][cH:61][cH:62][cH:63]2)([c:64]2[cH:65][cH:66][cH:67][cH:68][cH:69]2)[c:70]2[cH:71][cH:72][cH:73][cH:74][cH:75]2)([P:76]([c:77]2[cH:78][cH:79][cH:80][cH:81][cH:82]2)([c:83]2[cH:84][cH:85][cH:86][cH:87][cH:88]2)[c:89]2[cH:90][cH:91][cH:92][cH:93][cH:94]2)[P:95]([c:96]2[cH:97][cH:98][cH:99][cH:100][cH:101]2)([c:102]2[cH:103][cH:104][cH:105][cH:106][cH:107]2)[c:108]2[cH:109][cH:110][cH:111][cH:112][cH:113]2)([c:114]2[cH:115][cH:116][cH:117][cH:118][cH:119]2)[c:120]2[cH:121][cH:122][cH:123][cH:124][cH:125]2)[cH:126][cH:127]1>>[C:1]([CH3:2])([CH3:3])([CH3:4])[O:5][C:6]([N:7]([CH3:8])[CH2:9][c:10]1[cH:11][n:12]([S:16](=[O:17])(=[O:18])[c:19]2[cH:20][n:21][cH:22][cH:23][cH:24]2)[c:13](-[c:33]2[cH:32][cH:31][c:30]([S:27]([CH3:26])(=[O:28])=[O:29])[cH:35][cH:34]2)[cH:14]1)=[O:25]. Starting materials: IC=1C(=NN(C1CO)C)C ((4-iodo-1,3-dimethyl-1H-pyrazol-5-yl)methanol), OC1=CC=C(C=C1)C(F)(F)F (4-hydroxybenzotrifluoride), N(=NC(=O)OC(C)C)C(=O)OC(C)C (diisopropyl azodicarboxylate), C1(=CC=CC=C1)P(C1=CC=CC=C1)C1=CC=CC=C1 (triphenylphosphine). The solvent is O1CCCC1 (tetrahydrofuran), O (water). Run at time 8 hour. Product: IC=1C(=NN(C1COC1=CC=C(C=C1)C(F)(F)F)C)C (4-Iodo-1,3-dimethyl-5-{[4-(trifluoromethyl)phenoxy]methyl}-1H-pyrazole). Isolated yield 29.0%. RXN SMILES: [I:1][C:2]1[C:3]([CH3:10])=[N:4][N:5]([CH3:9])[C:6]=1[CH2:7][OH:8].O[C:12]1[CH:17]=[CH:16][C:15]([C:18]([F:21])([F:20])[F:19])=[CH:14][CH:13]=1.N(C(OC(C)C)=O)=NC(OC(C)C)=O.C1(P(C2C=CC=CC=2)C2C=CC=CC=2)C=CC=CC=1>O.O1CCCC1>[I:1][C:2]1[C:3]([CH3:10])=[N:4][N:5]([CH3:9])[C:6]=1[CH2:7][O:8][C:12]1[CH:17]=[CH:16][C:15]([C:18]([F:21])([F:20])[F:19])=[CH:14][CH:13]=1. Procedure: A mixture of (4-iodo-1,3-dimethyl-1H-pyrazol-5-yl)methanol (75 mg), 4-hydroxybenzotrifluoride (48 mg), 40% diisopropyl azodicarboxylate (90 mg, toluene solution), triphenylphosphine (117 mg) and tetrahydrofuran (3.0 mL) was stirred at a room temperature overnight. Thereafter, water was added to the reaction solution, and the obtained mixture was then extracted with ethyl acetate. The organic layer was washed with water, and was then dried over anhydrous sodium sulfate, followed by vacuum concent...